From a dataset of the Open Reaction Database (ORD), a public repository of structured organic reaction records. describe an organic reaction: reactants, conditions, products, and yield The reactants are CC1(OC2=C(C(N1)=O)C=C(C=C2)O)C (2,3-dihydro-2,2-dimethyl-6-hydroxy-4H-1,3-benzoxazin-4-one), C([O-])([O-])=O.[K+].[K+] (potassium carbonate), BrCCCCBr (1,4-dibromobutane). Procedure: A suspension of 96.5 g of 2,3-dihydro-2,2-dimethyl-6-hydroxy-4H-1,3-benzoxazin-4-one and 76 g of potassium carbonate in 300 ml of 1,4-dibromobutane is stirred for 5 hours in a bath at 120°-130°. The reaction mixture is filtered, and the excess 1,4-dibromobutane is distilled off at about 1 Torr. The crystalline residue is triturated with ether, and filtered off under suction. There is thus obtained crude 2,3-dihydro-2,2-dimethyl-6-(4-bromobutoxy)-4H-1,3-benzoxazin-4-one, m.p. 139°-142°, which is ... Product: CC1(OC2=C(C(N1)=O)C=C(C=C2)OCCCCBr)C (2,3-dihydro-2,2-dimethyl-6-(4-bromobutoxy)-4H-1,3-benzoxazin-4-one). Run at time 5 hour. Reaction SMILES: [CH3:1][C:2]1([CH3:14])[NH:7][C:6](=[O:8])[C:5]2[CH:9]=[C:10]([OH:13])[CH:11]=[CH:12][C:4]=2[O:3]1.C(=O)([O-])[O-].[K+].[K+].[Br:21][CH2:22][CH2:23][CH2:24][CH2:25]Br>>[CH3:1][C:2]1([CH3:14])[NH:7][C:6](=[O:8])[C:5]2[CH:9]=[C:10]([O:13][CH2:25][CH2:24][CH2:23][CH2:22][Br:21])[CH:11]=[CH:12][C:4]=2[O:3]1 |f:1.2.3|. As a reaction SMILES: [CH3:1][P:2]([CH2:5][N:6]1[CH2:11][CH2:10][N:9]([CH2:12][C:13]2[CH:18]=[CH:17][C:16]([N+:19]([O-])=O)=[CH:15][C:14]=2[C:22]([F:25])([F:24])[F:23])[CH2:8][CH2:7]1)([CH3:4])=[O:3]>C(O)C.[Pd]>[CH3:4][P:2]([CH2:5][N:6]1[CH2:7][CH2:8][N:9]([CH2:12][C:13]2[CH:18]=[CH:17][C:16]([NH2:19])=[CH:15][C:14]=2[C:22]([F:25])([F:23])[F:24])[CH2:10][CH2:11]1)([CH3:1])=[O:3]. Reagents/catalysts: [Pd] (Palladium). Reported procedure: Palladium (10 wt. %) on activated carbon (wet, 450 mg) was added to a solution of 1-[(dimethylphosphoryl)methyl]-4-[4-nitro-2-(trifluoromethyl)benzyl]piperazine (740 mg, 1.95 mmol) in 25 mL of ethyl alcohol. The reaction suspension was stirred under a hydrogen atmosphere (30 psi.) for 3 hours. The reaction mixture was then filtered through a short pad of celite. The celite pad was washed by 10 mL ethyl alcohol three times. The organic fractions were combined and evaporated to remove solvent and ... Run at time 3 hour. Starting materials: CP(=O)(C)CN1CCN(CC1)CC1=C(C=C(C=C1)[N+](=O)[O-])C(F)(F)F (1-[(dimethylphosphoryl)methyl]-4-[4-nitro-2-(trifluoromethyl)benzyl]piperazine). Yield: 161.5%. Yields the product CP(=O)(C)CN1CCN(CC1)CC1=C(C=C(N)C=C1)C(F)(F)F (4-({4-[(dimethylphosphoryl)methyl]piperazin-1-yl}methyl)-3-(trifluoromethyl)aniline). Run in C(C)O (ethyl alcohol). The reactants are Cl.ClCC1=NC=CC=N1 (2-(chloromethyl)pyrimidine hydrochloride), N1C(C2(C3=CC=CC=C13)COC1=CC3=C(OCCO3)C=C12)=O (2,3-dihydrospiro[furo[2,3-g][1,4]benzodioxine-8,3′-indol]-2′(1′H)-one), ClCC=1C(=NC=CC1)C(F)(F)F (3-(chloromethyl)-2-(trifluoromethyl)pyridine), N1C([C@]2(C3=CC=CC=C13)COC1=CC3=C(OCCO3)C=C12)=O ((8S)-2,3-dihydrospiro[furo[2,3-g][1,4]benzodioxine-8,3′-indol]-2′(1′H)-one). Yields the product N1=C(N=CC=C1)CN1C([C@]2(C3=CC=CC=C13)COC1=CC3=C(OCCO3)C=C12)=O ((8S)-1′-(pyrimidin-2-ylmethyl)-2,3-dihydrospiro[furo[2,3-g][1,4]benzodioxine-8,3′-indol]-2′(1′H)-one). As a reaction SMILES: Cl.Cl[CH2:3][C:4]1[N:9]=[CH:8][CH:7]=[CH:6][N:5]=1.ClCC1C(C(F)(F)F)=NC=CC=1.[NH:22]1[C:30]2[C:25](=[CH:26][CH:27]=[CH:28][CH:29]=2)[C@@:24]2([C:42]3[C:33](=[CH:34][C:35]4[O:40][CH2:39][CH2:38][O:37][C:36]=4[CH:41]=3)[O:32][CH2:31]2)[C:23]1=[O:43].N1C2C(=CC=CC=2)C2(C3C(=CC4OCCOC=4C=3)OC2)C1=O>>[N:5]1[CH:6]=[CH:7][CH:8]=[N:9][C:4]=1[CH2:3][N:22]1[C:30]2[C:25](=[CH:26][CH:27]=[CH:28][CH:29]=2)[C@@:24]2([C:42]3[C:33](=[CH:34][C:35]4[O:40][CH2:39][CH2:38][O:37][C:36]=4[CH:41]=3)[O:32][CH2:31]2)[C:23]1=[O:43] |f:0.1|. Reported procedure: Following the procedure as described in Example 5.9, making non-critical variations using 2-(chloromethyl)pyrimidine hydrochloride to replace 3-(chloromethyl)-2-(trifluoromethyl)pyridine, and (8S)-2,3-dihydrospiro[furo[2,3-g][1,4]benzodioxine-8,3′-indol]-2′(1′H)-one to replace 2,3-dihydrospiro[furo[2,3-g][1,4]benzodioxine-8,3′-indol]-2′(1′H)-one, (8S)-1′-(pyrimidin-2-ylmethyl)-2,3-dihydrospiro[furo[2,3-g][1,4]benzodioxine-8,3′-indol]-2′(1′H)-one was obtained (59%) as a colorless solid: mp 210-21...